Dataset: the Open Reaction Database (ORD), a public repository of structured organic reaction records. Task: describe an organic reaction: reactants, conditions, products, and yield Reactants: CC(=O)[O-], CC(=O)OC(C)=O, O=C1Nc2ccccc2C12COc1cc3c(cc12)OCCO3, [Na+]. The product is CC(=O)N1C(=O)C2(COc3cc4c(cc32)OCCO4)c2ccccc21. Reaction SMILES: [CH3:24][C:25]([O-:26])=[O:27].[CH3:28][C:29]([O:30][C:31](=[O:32])[CH3:33])=[O:34].[NH:1]1[C:2](=[O:22])[C:3]2([CH2:4][O:5][c:6]3[cH:7][c:8]4[c:9]([cH:14][c:15]32)[O:10][CH2:11][CH2:12][O:13]4)[c:16]2[cH:17][cH:18][cH:19][cH:20][c:21]21.[Na+:23]>>[N:1]1([C:25]([CH3:24])=[O:26])[C:2](=[O:22])[C:3]2([CH2:4][O:5][c:6]3[cH:7][c:8]4[c:9]([cH:14][c:15]32)[O:10][CH2:11][CH2:12][O:13]4)[c:16]2[cH:17][cH:18][cH:19][cH:20][c:21]21.